This data is from the Open Reaction Database (ORD), a public repository of structured organic reaction records. The task is: describe an organic reaction: reactants, conditions, products, and yield Yields the product COc1ccc(O)c(N)c1. The reactants are CCO, CCOC(C)=O, COc1ccc(O)c([N+](=O)[O-])c1. Reaction SMILES: [CH3:13][CH2:14][OH:15].[CH3:16][CH2:17][O:18][C:19](=[O:20])[CH3:21].[CH3:1][O:2][c:3]1[cH:4][c:5]([N+:10]([O-:11])=[O:12])[c:6]([OH:9])[cH:7][cH:8]1>>[CH3:1][O:2][c:3]1[cH:4][c:5]([NH2:10])[c:6]([OH:9])[cH:7][cH:8]1. Product: ClC=1C=C2C(=CNC2=CC1)CN1N=C2N(C(N(C(C2=C1C1=CC(=CN1C)C(=O)NCCS(=O)(=O)C)=O)C)=O)CC(C)C (5-{2-[(5-chloro-1H-indol-3-yl)methyl]-7-isobutyl-5-methyl-4,6-dioxo-4,5,6,7-tetrahydro-2H-pyrazolo[3,4-d]pyrimidin-3-yl}-1-methyl-N-[2-(methylsulfonyl)ethyl]-1H-pyrrole-3-carboxamide). Procedure details: This compound was synthesized by the reaction of 5-{2-[(5-chloro-1H-indol-3-yl)methyl]-7-isobutyl-5-methyl-4,6-dioxo-4,5,6,7-tetrahydro-2H-pyrazolo[3,4-d]pyrimidin-3-yl}-1-methyl-1H-pyrrole-3-carboxylic acid and 2-(methylsulfonyl)ethylamine using diethyl cyanophosphonate as a coupling reagent. Mass: 614.00 (M+H). RXN SMILES: [Cl:1][C:2]1[CH:3]=[C:4]2[C:8](=[CH:9][CH:10]=1)[NH:7][CH:6]=[C:5]2[CH2:11][N:12]1[C:20]([C:21]2[N:25]([CH3:26])[CH:24]=[C:23]([C:27]([OH:29])=O)[CH:22]=2)=[C:19]2[C:14]([N:15]([CH2:33][CH:34]([CH3:36])[CH3:35])[C:16](=[O:32])[N:17]([CH3:31])[C:18]2=[O:30])=[N:13]1.[CH3:37][S:38]([CH2:41][CH2:42][NH2:43])(=[O:40])=[O:39].C(P(=O)(OCC)OCC)#N>>[Cl:1][C:2]1[CH:3]=[C:4]2[C:8](=[CH:9][CH:10]=1)[NH:7][CH:6]=[C:5]2[CH2:11][N:12]1[C:20]([C:21]2[N:25]([CH3:26])[CH:24]=[C:23]([C:27]([NH:43][CH2:42][CH2:41][S:38]([CH3:37])(=[O:40])=[O:39])=[O:29])[CH:22]=2)=[C:19]2[C:14]([N:15]([CH2:33][CH:34]([CH3:36])[CH3:35])[C:16](=[O:32])[N:17]([CH3:31])[C:18]2=[O:30])=[N:13]1. Reactants: ClC=1C=C2C(=CNC2=CC1)CN1N=C2N(C(N(C(C2=C1C1=CC(=CN1C)C(=O)O)=O)C)=O)CC(C)C (5-{2-[(5-chloro-1H-indol-3-yl)methyl]-7-isobutyl-5-methyl-4,6-dioxo-4,5,6,7-tetrahydro-2H-pyrazolo[3,4-d]pyrimidin-3-yl}-1-methyl-1H-pyrrole-3-carboxylic acid), CS(=O)(=O)CCN (2-(methylsulfonyl)ethylamine), C(#N)P(OCC)(OCC)=O (diethyl cyanophosphonate). Starting materials: CCC(CC)(c1ccc(CCC(O[Si](C)(C)C(C)(C)C)C(C)(C)C)c(C)c1)c1ccc(B2OC(C)(C)C(C)(C)O2)c(C)c1, CCOC(=O)Cc1csc(Br)n1, [K+], [K+], [K+], O, O=P([O-])([O-])[O-], c1ccc(P(c2ccccc2)(c2ccccc2)[Pd](P(c2ccccc2)(c2ccccc2)c2ccccc2)(P(c2ccccc2)(c2ccccc2)c2ccccc2)P(c2ccccc2)(c2ccccc2)c2ccccc2)cc1. The product is CCOC(=O)Cc1csc(-c2ccc(C(CC)(CC)c3ccc(CCC(O[Si](C)(C)C(C)(C)C)C(C)(C)C)c(C)c3)cc2C)n1. Reaction SMILES: [C:1]([CH3:2])([CH3:3])([CH3:4])[Si:5]([CH3:6])([CH3:7])[O:8][CH:9]([C:10]([CH3:11])([CH3:12])[CH3:13])[CH2:14][CH2:15][c:16]1[c:17]([CH3:43])[cH:18][c:19]([C:22]([CH2:23][CH3:24])([c:25]2[cH:26][c:27]([CH3:40])[c:28]([B:31]3[O:32][C:33]([CH3:34])([CH3:35])[C:36]([CH3:37])([CH3:38])[O:39]3)[cH:29][cH:30]2)[CH2:41][CH3:42])[cH:20][cH:21]1.[CH2:44]([CH3:45])[O:46][C:47]([CH2:48][c:49]1[n:50][c:51]([Br:54])[s:52][cH:53]1)=[O:55].[K+:61].[K+:62].[K+:63].[OH2:141].[P:56]([O-:57])([O-:58])([O-:59])=[O:60].[cH:64]1[cH:65][cH:66][c:67]([P:68]([Pd:69]([P:70]([c:71]2[cH:72][cH:73][cH:74][cH:75][cH:76]2)([c:77]2[cH:78][cH:79][cH:80][cH:81][cH:82]2)[c:83]2[cH:84][cH:85][cH:86][cH:87][cH:88]2)([P:89]([c:90]2[cH:91][cH:92][cH:93][cH:94][cH:95]2)([c:96]2[cH:97][cH:98][cH:99][cH:100][cH:101]2)[c:102]2[cH:103][cH:104][cH:105][cH:106][cH:107]2)[P:108]([c:109]2[cH:110][cH:111][cH:112][cH:113][cH:114]2)([c:115]2[cH:116][cH:117][cH:118][cH:119][cH:120]2)[c:121]2[cH:122][cH:123][cH:124][cH:125][cH:126]2)([c:127]2[cH:128][cH:129][cH:130][cH:131][cH:132]2)[c:133]2[cH:134][cH:135][cH:136][cH:137][cH:138]2)[cH:139][cH:140]1>>[C:1]([CH3:2])([CH3:3])([CH3:4])[Si:5]([CH3:6])([CH3:7])[O:8][CH:9]([C:10]([CH3:11])([CH3:12])[CH3:13])[CH2:14][CH2:15][c:16]1[c:17]([CH3:43])[cH:18][c:19]([C:22]([CH2:23][CH3:24])([c:25]2[cH:26][c:27]([CH3:40])[c:28](-[c:51]3[n:50][c:49]([CH2:48][C:47]([O:46][CH2:44][CH3:45])=[O:55])[cH:53][s:52]3)[cH:29][cH:30]2)[CH2:41][CH3:42])[cH:20][cH:21]1. Reactants: CN(C1CCNCC1)C (Dimethyl-piperidin-4-yl-amine), BrCC#N (bromoacetonitrile). Yields the product CN(C1CCN(CC1)CC#N)C ((4-Dimethylamino-piperidin-1-yl)-acetonitrile). Reaction SMILES: [CH3:1][N:2]([CH3:9])[CH:3]1[CH2:8][CH2:7][NH:6][CH2:5][CH2:4]1.Br[CH2:11][C:12]#[N:13]>>[CH3:1][N:2]([CH3:9])[CH:3]1[CH2:8][CH2:7][N:6]([CH2:11][C:12]#[N:13])[CH2:5][CH2:4]1. Procedure details: The title compound is synthesized by coupling of Dimethyl-piperidin-4-yl-amine and bromoacetonitrile analogously to the preparation of Intermediate 149.2 as a colorless oil; ES-MS: M+=168.1: 1HNMR(DMSO-d6) 3.65 (s, 2H), 2.80-2.75 (m, 2H), 2.15-2.05 (m, 8H, including a singlet at 2.10), 2.00-1.95 (m, 1H), 1.75-1.65 (m, 2H), 1.40-1.30 (m, 2H). Reported procedure: N-Bromosuccinimide (5.4 g, 0.03 mole) was added to a solution of VI (8.1 g, 0.03 mole) in CH3CN (150 mL) and the mixture stirred at room temperature. After 18 hours, the solution was evaporated to dryness in vacuo. The residue was partitioned between CHCl3 and H2O. Evaporation of the washed and dried CHCl3 extract under reduced pressure left 10.5 g (quant.) of VII; m.p. 104°-106° C. (CHCl3 --C6H14). The product is BrC=1N=C(NC1C(F)(F)F)CCC1=CC=C(C=C1)OC (4-Bromo-2-(p-methoxyphenylethyl)-5-trifluoromethylimidazole). Conditions: time 18 hour. Solvent: CC#N (CH3CN). Starting materials: BrN1C(CCC1=O)=O (N-Bromosuccinimide), COC1=CC=C(C=C1)CCC=1NC=C(N1)C(F)(F)F (2-(p-Methoxyphenylethyl)-4-trifluoromethylimidazole). RXN SMILES: [Br:1]N1C(=O)CCC1=O.[CH3:9][O:10][C:11]1[CH:16]=[CH:15][C:14]([CH2:17][CH2:18][C:19]2[NH:20][CH:21]=[C:22]([C:24]([F:27])([F:26])[F:25])[N:23]=2)=[CH:13][CH:12]=1>CC#N>[Br:1][C:21]1[N:20]=[C:19]([CH2:18][CH2:17][C:14]2[CH:15]=[CH:16][C:11]([O:10][CH3:9])=[CH:12][CH:13]=2)[NH:23][C:22]=1[C:24]([F:25])([F:26])[F:27]. Starting materials: O=C(n1ccnc1)n1ccnc1, CCN(CC)CCN, O=C(O)Cn1c(-c2ccc(Cl)cc2)nc2cccnc21, C1CCOC1. The product is CCN(CC)CCNC(=O)Cn1c(-c2ccc(Cl)cc2)nc2cccnc21. RXN SMILES: [C:21]([n:22]1[cH:23][cH:24][n:25][cH:26]1)([n:27]1[cH:28][cH:29][n:30][cH:31]1)=[O:32].[CH2:33]([CH3:34])[N:35]([CH2:36][CH2:37][NH2:38])[CH2:39][CH3:40].[Cl:1][c:2]1[cH:3][cH:4][c:5](-[c:8]2[n:9][c:10]3[c:11]([n:12][cH:13][cH:14][cH:15]3)[n:16]2[CH2:17][C:18](=[O:19])[OH:20])[cH:6][cH:7]1.[O:41]1[CH2:42][CH2:43][CH2:44][CH2:45]1>>[Cl:1][c:2]1[cH:3][cH:4][c:5](-[c:8]2[n:9][c:10]3[c:11]([n:12][cH:13][cH:14][cH:15]3)[n:16]2[CH2:17][C:18](=[O:20])[NH:38][CH2:37][CH2:36][N:35]([CH2:33][CH3:34])[CH2:39][CH3:40])[cH:6][cH:7]1. Starting materials: ClC1=C(N)C=C(C=C1)CC (2-chloro-5-ethylaniline), BrC#N (BrCN). Run in O (water). Run at time 24 hour. The product is ClC1=C(C=C(C=C1)CC)NC#N (2-chloro-5-ethylphenylcyanamide). Isolated yield 100.3%. RXN SMILES: [Cl:1][C:2]1[CH:8]=[CH:7][C:6]([CH2:9][CH3:10])=[CH:5][C:3]=1[NH2:4].Br[C:12]#[N:13]>O>[Cl:1][C:2]1[CH:8]=[CH:7][C:6]([CH2:9][CH3:10])=[CH:5][C:3]=1[NH:4][C:12]#[N:13]. Procedure details: To a heterogeneous slurry of 2-chloro-5-ethylaniline (1.6 g, 10 mmol) in 60 mL of water at 4° C. was added solid BrCN (0.848 g, 8 mmol) slowly. After 5 minutes the cooling bath was removed and the heterogeneous reaction mixture was stirred at room temperature for 24 hours to yield the product in water suspension. The precipitates were collected by filtration, washed with water (100 mL), and dried under vacuum to yield the pure title compound (1.45 g, 80% yield). Starting materials: CB(O)O (Methyl boronic acid), P(=O)([O-])([O-])[O-].[K+].[K+].[K+] (potassium phosphate), C=1C=CC(=CC1)P(C=2C=CC=CC2)C3=CC=C4C=CC=CC4=C3C5=C6C=CC=CC6=CC=C5P(C=7C=CC=CC7)C=8C=CC=CC8 (BINAP), BrC1=C(SC=C1C)C(=O)OC (methyl 3-bromo-4-methylthiophene-2-carboxylate). Reagents/catalysts: C(C)(=O)[O-].[Pd+2].C(C)(=O)[O-] (Palladium acetate). The solvent is C(C)(=O)OCC (ethyl acetate), C1(=CC=CC=C1)C (toluene). Reaction conditions: temperature 97.5 celsius. Product: CC1=C(SC=C1C)C(=O)OC (Methyl 3,4-dimethylthiophene-2-carboxylate). The yield is 73.0%. RXN SMILES: CB(O)O.P([O-])([O-])([O-])=O.[K+].[K+].[K+].[CH:13]1C=CC(P(C2C(C3C(P(C4C=CC=CC=4)C4C=CC=CC=4)=CC=C4C=3C=CC=C4)=C3C(C=CC=C3)=CC=2)C2C=CC=CC=2)=CC=1.Br[C:60]1[C:64]([CH3:65])=[CH:63][S:62][C:61]=1[C:66]([O:68][CH3:69])=[O:67]>C(OCC)(=O)C.C([O-])(=O)C.[Pd+2].C([O-])(=O)C.C1(C)C=CC=CC=1>[CH3:13][C:60]1[C:64]([CH3:65])=[CH:63][S:62][C:61]=1[C:66]([O:68][CH3:69])=[O:67] |f:1.2.3.4,8.9.10|. Procedure: Methyl boronic acid (0.94 g, 16.02 mmol), potassium phosphate (6.8 g, 32.04 mmol) and BINAP (1.33 g, 2.14 mmol) were added to a solution of methyl 3-bromo-4-methylthiophene-2-carboxylate (Prepared according to the procedure reported in Bioorganic Med. Chem. Lett., 2007, 15, 5, 2127-2146, 2.5 g, 10.68 mmol) in a toluene (60 ml) in a tube at 25° C. Nitrogen gas was bubbled through reaction mixture for 15 minutes. Palladium acetate (0.24 g, 1.07 mmol) was added to the reaction mixture under nitroge... Starting materials: C1(CCCCC1)C1=C(NC2=CC(=CC=C12)C(=O)NS(=O)(=O)N(C)C)C1=C(C=CC=C1)C=O (3-cyclohexyl-N-[(dimethylamino)sulfonyl]-2-(2-formylphenyl)-1H-indole-6-carboxamide), COP(=O)(OC)C(C(=O)OC)=C (methyl 2-(dimethoxyphosphoryl)acrylate), C(=O)([O-])[O-].[Cs+].[Cs+] (Cs2CO3), C(=O)([O-])[O-].[Cs+].[Cs+] (Cs2CO3), C(C=C)(=O)[O-] (acrylate). Run in CN(C)C=O (DMF), C(C)(=O)OCC (ethyl acetate). Conditions: time 8 hour. Yields the product C(=O)(OC)C1=CN2C(C3=C(C1)C=CC=C3)=C(C=3C=CC(=CC32)C(=O)NS(=O)(=O)N(C)C)C3CCCCC3 (6-Carbomethoxy-13-cyclohexyl-N-[(dimethylamino)sulfonyl]-5H-indolo[2,1-a][2]benzazepine-10-carboxamide). Yield: 58.4%. As a reaction SMILES: [CH:1]1([C:7]2[C:15]3[C:10](=[CH:11][C:12]([C:16]([NH:18][S:19]([N:22]([CH3:24])[CH3:23])(=[O:21])=[O:20])=[O:17])=[CH:13][CH:14]=3)[NH:9][C:8]=2[C:25]2[CH:30]=[CH:29][CH:28]=[CH:27][C:26]=2C=O)[CH2:6][CH2:5][CH2:4][CH2:3][CH2:2]1.COP([C:39](=[CH2:44])[C:40]([O:42][CH3:43])=[O:41])(OC)=O.[C:45]([O-])([O-])=O.[Cs+].[Cs+].C([O-])(=O)C=C>CN(C=O)C.C(OCC)(=O)C>[C:40]([C:39]1[CH2:44][C:26]2[CH:27]=[CH:28][CH:29]=[CH:30][C:25]=2[C:8]2=[C:7]([CH:1]3[CH2:6][CH2:5][CH2:4][CH2:3][CH2:2]3)[C:15]3[CH:14]=[CH:13][C:12]([C:16]([NH:18][S:19]([N:22]([CH3:24])[CH3:23])(=[O:21])=[O:20])=[O:17])=[CH:11][C:10]=3[N:9]2[CH:45]=1)([O:42][CH3:43])=[O:41] |f:2.3.4|. Procedure details: A mixture of 3-cyclohexyl-N-[(dimethylamino)sulfonyl]-2-(2-formylphenyl)-1H-indole-6-carboxamide (1.06 g, 2.1 mmol), methyl 2-(dimethoxyphosphoryl)acrylate (0.4 mL, 3.2 mmol), and Cs2CO3 (1.04 g, 3.2 mmol) in DMF (4 mL) was stirred at 60° C. for 18 hr, at which time additional Cs2CO3 4 g, 0.32 mmol) and methyl dimethoxyphosphoryl)acrylate (0.4 mL, 3.2 mmol) were added. The mixture was stirred for an additional 8 hr, cooled and diluted with ethyl acetate. The resulting mixture was washed with dil...